Dataset: the Open Reaction Database (ORD), a public repository of structured organic reaction records. Task: describe an organic reaction: reactants, conditions, products, and yield Reaction SMILES: [CH2:1]([c:2]1[cH:3][cH:4][cH:5][cH:6][cH:7]1)[O:8][CH2:9][C:10]([CH2:11][CH2:12][OH:13])([F:14])[F:15].[CH3:22][S:23]([Cl:24])(=[O:25])=[O:26].[Cl:27][CH2:28][Cl:29].[cH:16]1[cH:17][cH:18][n:19][cH:20][cH:21]1>>[CH2:1]([c:2]1[cH:3][cH:4][cH:5][cH:6][cH:7]1)[O:8][CH2:9][C:10]([CH2:11][CH2:12][O:13][S:23]([CH3:22])(=[O:25])=[O:26])([F:14])[F:15]. Starting materials: OCCC(F)(F)COCc1ccccc1, CS(=O)(=O)Cl, ClCCl, c1ccncc1. Product: CS(=O)(=O)OCCC(F)(F)COCc1ccccc1. The reactants are C1(=CC=CC=C1)CCCNS(=O)(=O)CC#N (N-3-Phenyl-n-propyl cyanomethylsulfonamide), C(C)(C)(C)C=1C=C(C=O)C=C(C1O)C(C)(C)C (3,5-di-t-butyl-4-hydroxybenzaldehyde). Yields the product C(C)(C)(C)C=1C=C(C=C(C1O)C(C)(C)C)/C=C(\C#N)/S(=O)(=O)NCCCC1=CC=CC=C1 ((E)-3-(3,5-Di-t-butyl-4-hydroxyphenyl)-2-[(3-phenyl-n-propyl)aminosulfonyl]acrylonitrile). Reaction SMILES: [C:1]1([CH2:7][CH2:8][CH2:9][NH:10][S:11]([CH2:14][C:15]#[N:16])(=[O:13])=[O:12])[CH:6]=[CH:5][CH:4]=[CH:3][CH:2]=1.[C:17]([C:21]1[CH:22]=[C:23]([CH:26]=[C:27]([C:30]([CH3:33])([CH3:32])[CH3:31])[C:28]=1[OH:29])[CH:24]=O)([CH3:20])([CH3:19])[CH3:18]>>[C:30]([C:27]1[CH:26]=[C:23](/[CH:24]=[C:14](/[S:11]([NH:10][CH2:9][CH2:8][CH2:7][C:1]2[CH:2]=[CH:3][CH:4]=[CH:5][CH:6]=2)(=[O:13])=[O:12])\[C:15]#[N:16])[CH:22]=[C:21]([C:17]([CH3:20])([CH3:19])[CH3:18])[C:28]=1[OH:29])([CH3:33])([CH3:32])[CH3:31]. Procedure: N-3-Phenyl-n-propyl cyanomethylsulfonamide and 3,5-di-t-butyl-4-hydroxybenzaldehyde was condensed under the similar conditions as described for example 12 (Part B) to yield the titled compound. Starting materials: [Li+].C[Si](C)(C)[N-][Si](C)(C)C (LiHMDS), FC1=CC=C(C#N)C=C1 (4-fluoro-benzonitrile). Solvent: CCCCCC (n-hexane), C(C)OCC (diethylether). Run at time 2 hour. The product is FC1=CC=C(C(=N)N)C=C1 (4-fluoro-benzamidine). As a reaction SMILES: [Li+].C[Si]([N-:6][Si](C)(C)C)(C)C.[F:11][C:12]1[CH:19]=[CH:18][C:15]([C:16]#[N:17])=[CH:14][CH:13]=1>CCCCCC.C(OCC)C>[F:11][C:12]1[CH:19]=[CH:18][C:15]([C:16]([NH2:6])=[NH:17])=[CH:14][CH:13]=1 |f:0.1|. Procedure details: 380 mL 1N LiHMDS-solution in n-hexane was added to 20 g 4-fluoro-benzonitrile in 1 L diethylether. The reaction was stirred 2 h at RT and 4N HCL solution was added at 0° C. until pH=12. The water layer was extracted with chloroform. The organic layer was dried and evaporated to give 6.64 g of the desired product. Rt: 2.28 min (method K), (M+H)+: 139 Starting materials: O=C([O-])[O-], O=C(Cl)OCC(Cl)(Cl)Cl, CN1C2CCC1CC(Sc1ccc(Cl)cc1)C2, [K+], [K+], c1ccccc1. Product: O=C(OCC(Cl)(Cl)Cl)N1C2CCC1CC(Sc1ccc(Cl)cc1)C2. RXN SMILES: [C:27](=[O:28])([O-:29])[O-:30].[Cl:18][C:19](=[O:20])[O:21][CH2:22][C:23]([Cl:24])([Cl:25])[Cl:26].[Cl:1][c:2]1[cH:3][cH:4][c:5]([S:8][CH:9]2[CH2:10][CH:11]3[CH2:12][CH2:13][CH:14]([CH2:15]2)[N:16]3[CH3:17])[cH:6][cH:7]1.[K+:31].[K+:32].[cH:33]1[cH:34][cH:35][cH:36][cH:37][cH:38]1>>[Cl:1][c:2]1[cH:3][cH:4][c:5]([S:8][CH:9]2[CH2:10][CH:11]3[CH2:12][CH2:13][CH:14]([CH2:15]2)[N:16]3[C:19](=[O:20])[O:21][CH2:22][C:23]([Cl:24])([Cl:25])[Cl:26])[cH:6][cH:7]1. The reactants are ClC=1C=CC(=C2N3C(=NC21)N(CCC3)C3=C(C=C(C=C3)Cl)Cl)C(=O)OC (methyl 9-chloro-1-(2,4-dichlorophenyl)-1,2,3,4-tetrahydropyrimido[1,2-a]benzimidazole-6-carboxylate), C(=O)N (formamide), C[O-].[Na+] (sodium methoxide). Solvent: CN(C=O)C (N,N-dimethylformamide), [Cl-].[NH4+] (ammonium chloride). Reaction conditions: temperature 120 celsius, time 19 hour. Yields the product ClC=1C=CC(=C2N3C(=NC21)N(CCC3)C3=C(C=C(C=C3)Cl)Cl)C(=O)N (9-Chloro-1-(2,4-dichlorophenyl)-1,2,3,4-tetrahydropyrimido[1,2-a]benzimidazole-6-carboxamide). Yield: 89.7%. As a reaction SMILES: [Cl:1][C:2]1[CH:3]=[CH:4][C:5]([C:23]([O:25]C)=O)=[C:6]2[C:10]=1[N:9]=[C:8]1[N:11]([C:15]3[CH:20]=[CH:19][C:18]([Cl:21])=[CH:17][C:16]=3[Cl:22])[CH2:12][CH2:13][CH2:14][N:7]21.C([NH2:29])=O.C[O-].[Na+]>CN(C)C=O.[Cl-].[NH4+]>[Cl:1][C:2]1[CH:3]=[CH:4][C:5]([C:23]([NH2:29])=[O:25])=[C:6]2[C:10]=1[N:9]=[C:8]1[N:11]([C:15]3[CH:20]=[CH:19][C:18]([Cl:21])=[CH:17][C:16]=3[Cl:22])[CH2:12][CH2:13][CH2:14][N:7]21 |f:2.3,5.6|. Procedure details: A mixture of methyl 9-chloro-1-(2,4-dichlorophenyl)-1,2,3,4-tetrahydropyrimido[1,2-a]benzimidazole-6-carboxylate (2.00 g, 4.87 mmol), formamide (1.94 mL, 48.7 mmol) and sodium methoxide (28% solution in methanol, 4.8 mL) in N,N-dimethylformamide (12 mL) was stirred at 120° C. for 19 hr. The mixture was diluted with aqueous saturated ammonium chloride. The resultant precipitate was collected by filtration, washed with water and diisopropyl ether to give the title compound (1.73 g, 4.37 mmol, 90%)...